This data is from the Open Reaction Database (ORD), a public repository of structured organic reaction records. The task is: describe an organic reaction: reactants, conditions, products, and yield Reactants: Cl.C1(CC1)COC1=C(C=C(C(=C1)F)C)C=1C2=C(N=CN1)C(=C(N2)C)C(=O)N[C@H]2[C@@H](CNCC2)O (4-[2-(cyclopropylmethoxy)-4-fluoro-5-methylphenyl]-N-[(3R*,4R*)-3-hydroxypiperidin-4-yl]-6-methyl-5H-pyrrolo[3,2-d]pyrimidine-7-carboxamide hydrochloride), C(C)(=O)OCC(=O)Cl (2-chloro-2-oxoethyl acetate). Product: C1(CC1)COC1=C(C=C(C(=C1)F)C)C=1C2=C(N=CN1)C(=C(N2)C)C(=O)N[C@H]2[C@@H](CN(CC2)C(CO)=O)O (4-[2-(Cyclopropylmethoxy)-4-fluoro-5-methylphenyl]-N-[(3R*,4R*)-3-hydroxy-1-(hydroxyacetyl)piperidin-4-yl]-6-methyl-5H-pyrrolo[3,2-d]pyrimidine-7-carboxamide). As a reaction SMILES: Cl.[CH:2]1([CH2:5][O:6][C:7]2[CH:12]=[C:11]([F:13])[C:10]([CH3:14])=[CH:9][C:8]=2[C:15]2[C:16]3[NH:23][C:22]([CH3:24])=[C:21]([C:25]([NH:27][C@@H:28]4[CH2:33][CH2:32][NH:31][CH2:30][C@H:29]4[OH:34])=[O:26])[C:17]=3[N:18]=[CH:19][N:20]=2)[CH2:4][CH2:3]1.C([O:38][CH2:39][C:40](Cl)=[O:41])(=O)C>>[CH:2]1([CH2:5][O:6][C:7]2[CH:12]=[C:11]([F:13])[C:10]([CH3:14])=[CH:9][C:8]=2[C:15]2[C:16]3[NH:23][C:22]([CH3:24])=[C:21]([C:25]([NH:27][C@@H:28]4[CH2:33][CH2:32][N:31]([C:39](=[O:38])[CH2:40][OH:41])[CH2:30][C@H:29]4[OH:34])=[O:26])[C:17]=3[N:18]=[CH:19][N:20]=2)[CH2:4][CH2:3]1 |f:0.1|. Reported procedure: Starting from 4-[2-(cyclopropylmethoxy)-4-fluoro-5-methylphenyl]-N-[(3R*,4R*)-3-hydroxypiperidin-4-yl]-6-methyl-5H-pyrrolo[3,2-d]pyrimidine-7-carboxamide hydrochloride (example D.f43) and commercially available 2-chloro-2-oxoethyl acetate the title compound is obtained as colorless solid. Reported procedure: To a mixed solution of 28 g of sodium carbonate and 100 ml of water was added dropwise 18.0 g of 1,1-dibromo-3,3,3-trifluoroacetone at such a rate that the temperature of the reaction mixture became not higher than 55° C. After completion of the dropwise addition, the mixture was stirred at room temperature for 30 minutes, followed by adding 125 ml of water and then 8.4 g of 2-amino-2-(4-fluorophenyl)acetamide, and the reaction was allowed to proceed at 60° C. for 2 hours. After completion of th... The solvent is O (water), O (water). The reactants are NC(C(=O)N)C1=CC=C(C=C1)F (2-amino-2-(4-fluorophenyl)acetamide), Cl (hydrochloric acid), C([O-])([O-])=O.[Na+].[Na+] (sodium carbonate), BrC(C(=O)C(F)(F)F)Br (1,1-dibromo-3,3,3-trifluoroacetone). Reaction SMILES: C(=O)([O-])[O-].[Na+].[Na+].Br[CH:8](Br)[C:9]([C:11]([F:14])([F:13])[F:12])=O.[NH2:16][CH:17]([C:21]1[CH:26]=[CH:25][C:24]([F:27])=[CH:23][CH:22]=1)[C:18]([NH2:20])=[O:19].Cl>O>[F:27][C:24]1[CH:23]=[CH:22][C:21]([C:17]2[C:18](=[O:19])[NH:20][C:9]([C:11]([F:14])([F:13])[F:12])=[CH:8][N:16]=2)=[CH:26][CH:25]=1 |f:0.1.2|. Run at time 30 minute. Product: desired compound, FC1=CC=C(C=C1)C=1C(NC(=CN1)C(F)(F)F)=O (3-(4-fluorophenyl)-6-trifluoromethyl-2-oxo-1,2-dihydropyrazine). Yield: 36.7%. The product is CN(CCNC(=O)C=1C(=NC(=CC1C1=CC(=CC=C1)[N+](=O)[O-])C1=CC=CC=C1)C)C (3-(2-dimethylaminoethylcarbamoyl)-2-methyl-4-(3-nitrophenyl)-6-phenylpyridine). Procedure: To a mixture of 2-methyl-4-(3-nitrophenyl)-6-phenyl-3-pyridinecarboxylic acid (1.98 g), methylene chloride (20 ml) and N,N-dimethylformamide (4 ml) was added a solution of thionyl chloride (0.47 ml) in methylene chloride (2 ml) at 7° C. under ice cooling. After stirring for 2.5 hours at the same condition, a solution of 2-dimethylaminoethylamine (1.3 g), in methylene chloride (20 ml) was added thereto and stirred for 2 hours at the same temperature. After adding water 9150 ml) and methylene chlo... As a reaction SMILES: [CH3:1][C:2]1[C:7]([C:8](O)=[O:9])=[C:6]([C:11]2[CH:16]=[CH:15][CH:14]=[C:13]([N+:17]([O-:19])=[O:18])[CH:12]=2)[CH:5]=[C:4]([C:20]2[CH:25]=[CH:24][CH:23]=[CH:22][CH:21]=2)[N:3]=1.S(Cl)(Cl)=O.[CH3:30][N:31]([CH3:35])[CH2:32][CH2:33][NH2:34].[OH-].[Na+]>C(Cl)Cl.O.CN(C)C=O>[CH3:30][N:31]([CH3:35])[CH2:32][CH2:33][NH:34][C:8]([C:7]1[C:2]([CH3:1])=[N:3][C:4]([C:20]2[CH:21]=[CH:22][CH:23]=[CH:24][CH:25]=2)=[CH:5][C:6]=1[C:11]1[CH:16]=[CH:15][CH:14]=[C:13]([N+:17]([O-:19])=[O:18])[CH:12]=1)=[O:9] |f:3.4|. Reaction conditions: time 2.5 hour. Reactants: S(=O)(Cl)Cl (thionyl chloride), CC1=NC(=CC(=C1C(=O)O)C1=CC(=CC=C1)[N+](=O)[O-])C1=CC=CC=C1 (2-methyl-4-(3-nitrophenyl)-6-phenyl-3-pyridinecarboxylic acid), CN(CCN)C (2-dimethylaminoethylamine), [OH-].[Na+] (sodium hydroxide). Run in C(Cl)Cl (methylene chloride), O (water), C(Cl)Cl (methylene chloride), C(Cl)Cl (methylene chloride), CN(C=O)C (N,N-dimethylformamide), C(Cl)Cl (methylene chloride). Starting materials: ClC=1C=C(C(=O)O)C=C(C1OC)OC (3-chloro-4,5-dimethoxybenzoic acid), [N+](=O)(O)[O-] (nitric acid). The solvent is C(C)(=O)O (acetic acid). Product: ClC1=C(C(=CC(=C1)[N+](=O)[O-])OC)OC (1-chloro-2,3-dimethoxy-5-nitrobenzene), desired product. Reaction SMILES: [Cl:1][C:2]1[CH:3]=[C:4]([CH:8]=[C:9]([O:13][CH3:14])[C:10]=1[O:11][CH3:12])C(O)=O.[N+:15]([O-])([OH:17])=[O:16]>C(O)(=O)C>[Cl:1][C:2]1[CH:3]=[C:4]([N+:15]([O-:17])=[O:16])[CH:8]=[C:9]([O:13][CH3:14])[C:10]=1[O:11][CH3:12]. Reported procedure: from 2-chloro-N-(3-methoxyphenyl)-4-pyrimidineamine (0.50 g, 2.13 mmol) [see Example 92] and 3-chloro-4,5-dimethoxyaniline (0.40 g, 2.13 mmol) to give the title compound (0.55 g) as a white soid m.p. 204-205°. δH (d6DMSO) 11.19 (1H, br s),10.85 (1H, brs), 8.00 (1H, d, J 7.1 Hz), 7.23 (4H, m), 7.12 (1H, d, J 4.4 Hz), 6.75 (1H, m), 6.59 (1H, d, J 7.1 Hz), 3.74 (3H, s), 3.69 (3H, s) and 3.65 (3H, s). MS m/z 387 (M+H)+. The aniline starting material was prepared in a similar manner to the analogous ... The reactants are FC(C1=CC=C(C=C1)N=C=O)(F)F (p-trifluoromethyl-phenyl isocyanate), NC=1C=C(C=CC1)C1=NN(C=C1C1=CC(=NC=C1)NC(C)(C)C)CC1=CC=C(C=C1)OC (4-[3-(3-aminophenyl)-1-(4-methoxybenzyl)-1H-pyrazol-4-yl]-N-tert-butyl-pyridin-2-amine), [Na] (sodium). Solvent: CN(C=O)C (dimethylformamide). Conditions: time 8 hour. Product: C(C)(C)(C)NC1=NC=CC(=C1)C=1C(=NN(C1)CC1=CC=C(C=C1)OC)C=1C=C(C=CC1)NC(=O)NC1=CC=C(C=C1)C(F)(F)F (1-(3-{4-[2-(tert-butylamino)pyridin-4-yl]-1-(4-methoxybenzyl)-1H-pyrazol-3-yl}phenyl)-3-[4-(trifluoromethyl)phenyl]urea). Yield: 59.9%. Reaction SMILES: [NH2:1][C:2]1[CH:3]=[C:4]([C:8]2[C:12]([C:13]3[CH:18]=[CH:17][N:16]=[C:15]([NH:19][C:20]([CH3:23])([CH3:22])[CH3:21])[CH:14]=3)=[CH:11][N:10]([CH2:24][C:25]3[CH:30]=[CH:29][C:28]([O:31][CH3:32])=[CH:27][CH:26]=3)[N:9]=2)[CH:5]=[CH:6][CH:7]=1.[F:33][C:34]([F:45])([F:44])[C:35]1[CH:40]=[CH:39][C:38]([N:41]=[C:42]=[O:43])=[CH:37][CH:36]=1.[Na]>CN(C)C=O>[C:20]([NH:19][C:15]1[CH:14]=[C:13]([C:12]2[C:8]([C:4]3[CH:3]=[C:2]([NH:1][C:42]([NH:41][C:38]4[CH:37]=[CH:36][C:35]([C:34]([F:33])([F:44])[F:45])=[CH:40][CH:39]=4)=[O:43])[CH:7]=[CH:6][CH:5]=3)=[N:9][N:10]([CH2:24][C:25]3[CH:26]=[CH:27][C:28]([O:31][CH3:32])=[CH:29][CH:30]=3)[CH:11]=2)[CH:18]=[CH:17][N:16]=1)([CH3:23])([CH3:22])[CH3:21] |^1:45|. Procedure details: 350 mg (0.82 mmol) of 4-[3-(3-aminophenyl)-1-(4-methoxybenzyl)-1H-pyrazol-4-yl]-N-tert-butyl-pyridin-2-amine were dissolved in 30 ml of dry dimethylformamide and 110 μl (0.82 mmol) of p-trifluoromethyl-phenyl isocyanate were added to the resulting solution. The mixture was stirred overnight at room temperature, then poured into an aqueous solution of sodium hydrogenocarbonate and extracted with dichloromethane. The organic phase was dried over sodium sulphate and evaporated in vacuo. The residue... The reagents and catalysts are [Pd] (Pd/C). Solvent: CC(=O)O (HOAc), O (H2O). The product is N[C@@]1([C@@H]2[C@H]([C@@H]2C[C@H]1OCCC)C(=O)O)C(=O)O ((1S,2R,3R,5R,6S)-2-amino-3-propoxy-bicyclo [3.1.0]hexane-2,6-dicarboxylic acid). Isolated yield 73.2%. Reactants: C(C)OC(=O)[C@H]1[C@@H]2C[C@H]([C@]([C@H]12)(C(=O)OCC1=CC=CC=C1)N=[N+]=[N-])OCC=C ((1S,2R,3R,5R,6S)-3-allyloxy-2-azido-bicyclo [3.1.0]hexane-2,6-dicarboxylic acid 2-benzyl ester 6-ethyl ester). Reaction SMILES: C([O:3][C:4]([C@@H:6]1[C@@H:11]2[C@H:7]1[CH2:8][C@@H:9]([O:25][CH2:26][CH:27]=[CH2:28])[C@@:10]2([N:22]=[N+]=[N-])[C:12]([O:14]CC1C=CC=CC=1)=[O:13])=[O:5])C>CC(O)=O.O.[Pd]>[NH2:22][C@@:10]1([C:12]([OH:14])=[O:13])[C@H:9]([O:25][CH2:26][CH2:27][CH3:28])[CH2:8][C@@H:7]2[C@H:11]1[C@H:6]2[C:4]([OH:5])=[O:3]. Reaction conditions: temperature 23 celsius. Procedure details: A solution of (1S,2R,3R,5R,6S)-3-allyloxy-2-azido-bicyclo [3.1.0]hexane-2,6-dicarboxylic acid 2-benzyl ester 6-ethyl ester (XXIII-2) (28 mg, 0.073 mmol) in HOAc (0.75 mL) and H2O (0.25 mL) was hydrogenated in the presence of Pd/C (3 mg, 10% Pd/C) at 23° C. for 18 h. The catalyst was removed by filtration, the filter cake washed with 50% aqueous ethanol. After removal of the solvent in vacuum, the beige residue was refluxed in 10% HCl (1.25 mL) for 4 h. The solution was cooled to 23° C. and evapo... The reactants are ClC(=O)OCC1=C(C=C(C(=C1)OC)OC)[N+](=O)[O-] (4,5-dimethoxy-2-nitrobenzyl chloroformate), compound 2, CS(=O)(=O)N(N(C(=O)OC1=CC=CC=C1)S(=O)(=O)C)CCCl (1,2-Bis(methylsulfonyl)-1-(2-chloroethyl)-2-(phenoxycarbonyl)hydrazine). Yields the product CS(=O)(=O)N(N(C(=O)OCC1=C(C=C(C(=C1)OC)OC)[N+](=O)[O-])S(=O)(=O)C)CCCl (1,2-Bis(methylsulfonyl)-1-(2-chloroethyl)-2-[(4,5-dimethoxy-2-nitrobenzyloxy)carbonyl]hydrazine). As a reaction SMILES: Cl[C:2]([O:4][CH2:5][C:6]1[CH:11]=[C:10]([O:12][CH3:13])[C:9]([O:14][CH3:15])=[CH:8][C:7]=1[N+:16]([O-:18])=[O:17])=[O:3].[CH3:19][S:20]([N:23]([CH2:38][CH2:39][Cl:40])[N:24]([S:34]([CH3:37])(=[O:36])=[O:35])C(OC1C=CC=CC=1)=O)(=[O:22])=[O:21]>>[CH3:19][S:20]([N:23]([CH2:38][CH2:39][Cl:40])[N:24]([S:34]([CH3:37])(=[O:36])=[O:35])[C:2]([O:4][CH2:5][C:6]1[CH:11]=[C:10]([O:12][CH3:13])[C:9]([O:14][CH3:15])=[CH:8][C:7]=1[N+:16]([O-:18])=[O:17])=[O:3])(=[O:21])=[O:22]. Procedure details: 1,2-Bis(methylsulfonyl)-1-(2-chloroethyl)-2-[(4,5-dimethoxy-2-nitrobenzyloxy)carbonyl]hydrazine (compound 12) was prepared by reacting 4,5-dimethoxy-2-nitrobenzyl chloroformate with compound 2 using a procedure similar to that described for compound 10d. The product was recrystallized from ethanol, and the Mp was about 154° C. Yield was about 17.6% by weight. 1H NMR (acetone d6): δ 7.7 and 7.4 (2H, 2s, aromatic H), 5.8 (2H, d, ArCH2), 3.7-4.1 (4H, m, CH2CH2Cl), 3.9-4.0 (6H, 2s, 2 OCH3), and 3.5 ... Reactants: C(C)(=O)OCC (Ethyl acetate), O.C([O-])(O)=O.[Na+] (sodium bicarbonate water), Example 51, CCN(CC)S(F)(F)F (DAST), FC1=CC=C(C=C1)C1C=2N(CCC1)N=C(N2)\C=C\C2=CC(=C(C=C2)N2C=NC(=C2)C)OC ((+)-8-(4-fluorophenyl)-2-{(E)-2-[3-methoxy-4-(4-methyl-1H-imidazol-1-yl)phenyl]vinyl}-5,6,7,8-tetrahydro[1,2,4]triazolo[1,5-a]pyridine). The solvent is C(Cl)Cl (methylene chloride). Conditions: temperature 0 celsius, time 1 hour. Yields the product FC1(C=2N(CCC1)N=C(N2)\C=C\C2=CC(=C(C=C2)N2C=NC(=C2)C)OC)C2=CC=C(C=C2)F ((−)-8-fluoro-8-(4-fluorophenyl)-2-{(E)-2-[3-methoxy-4-(4-methyl-1H-imidazol-1-yl)phenyl]vinyl}-5,6,7,8-tetrahydro[1,2,4]triazolo[1,5-a]pyridine), FC1=CC=C(C=C1)C=1C=2N(CCC1)N=C(N2)\C=C\C2=CC(=C(C=C2)N2C=NC(=C2)C)OC (8-(4-fluorophenyl)-2-{(E)-2-[3-methoxy-4-(4-methyl-1H-imidazol-1-yl)phenyl]vinyl}-5,6-dihydro[1,2,4]triazolo[1,5-a]pyridine). Reaction SMILES: CCN(S(F)(F)[F:7])CC.[F:10][C:11]1[CH:16]=[CH:15][C:14]([CH:17]2[CH2:22][CH2:21][CH2:20][N:19]3[N:23]=[C:24](/[CH:26]=[CH:27]/[C:28]4[CH:33]=[CH:32][C:31]([N:34]5[CH:38]=[C:37]([CH3:39])[N:36]=[CH:35]5)=[C:30]([O:40][CH3:41])[CH:29]=4)[N:25]=[C:18]23)=[CH:13][CH:12]=1.C(OCC)(=O)C.O.C(=O)(O)[O-].[Na+]>C(Cl)Cl>[F:7][C:17]1([C:14]2[CH:13]=[CH:12][C:11]([F:10])=[CH:16][CH:15]=2)[CH2:22][CH2:21][CH2:20][N:19]2[N:23]=[C:24](/[CH:26]=[CH:27]/[C:28]3[CH:33]=[CH:32][C:31]([N:34]4[CH:38]=[C:37]([CH3:39])[N:36]=[CH:35]4)=[C:30]([O:40][CH3:41])[CH:29]=3)[N:25]=[C:18]12.[F:10][C:11]1[CH:12]=[CH:13][C:14]([C:17]2[C:18]3[N:19]([N:23]=[C:24](/[CH:26]=[CH:27]/[C:28]4[CH:33]=[CH:32][C:31]([N:34]5[CH:38]=[C:37]([CH3:39])[N:36]=[CH:35]5)=[C:30]([O:40][CH3:41])[CH:29]=4)[N:25]=3)[CH2:20][CH2:21][CH:22]=2)=[CH:15][CH:16]=1 |f:3.4.5|. Reported procedure: DAST (0.04 mL) was added to a solution of (+)-8-(4-fluorophenyl)-2-{(E)-2-[3-methoxy-4-(4-methyl-1H-imidazol-1-yl)phenyl]vinyl}-5,6,7,8-tetrahydro[1,2,4]triazolo[1,5-a]pyridine synthesized by the method in Example 51 (51 mg) in methylene chloride (2 mL) at 0° C., and the reaction solution was stirred at 0° C. for one hour. Ethyl acetate and saturated sodium bicarbonate water were added to the reaction solution, and the organic layer was separated. The resulting organic layer was dried over anhyd...